From a dataset of the Open Reaction Database (ORD), a public repository of structured organic reaction records. describe an organic reaction: reactants, conditions, products, and yield Reactants: [Al+3], [Cl-], [Cl-], [Cl-], O=C(Cl)c1ccc(Cl)cc1, CC(Cl)Cl, CCOC(=O)c1cc2ccsc2[nH]1. Product: CCOC(=O)c1cc2cc(C(=O)c3ccc(Cl)cc3)sc2[nH]1. RXN SMILES: [Al+3:2].[Cl-:1].[Cl-:3].[Cl-:4].[Cl:18][C:19](=[O:20])[c:21]1[cH:22][cH:23][c:24]([Cl:25])[cH:26][cH:27]1.[Cl:28][CH:29]([Cl:30])[CH3:31].[s:5]1[cH:6][cH:7][c:8]2[c:9]1[nH:10][c:11]([C:13](=[O:14])[O:15][CH2:16][CH3:17])[cH:12]2>>[s:5]1[c:6]([C:19](=[O:20])[c:21]2[cH:22][cH:23][c:24]([Cl:25])[cH:26][cH:27]2)[cH:7][c:8]2[c:9]1[nH:10][c:11]([C:13](=[O:14])[O:15][CH2:16][CH3:17])[cH:12]2. Starting materials: FC(C=1C=C(CN(C(=O)C=2C(=NC(=NC2)S(=O)(=O)C)C2=CC=CC=C2)C)C=C(C1)C(F)(F)F)(F)F (2-methylsulfonyl-4-phenyl-pyrimidine-5-carboxylic acid (3,5-bis-trifluoromethyl-benzyl)-methyl-amide), CO (methanol). Conditions: time 16 hour. Yields the product FC(C=1C=C(CN(C(=O)C=2C(=NC(=NC2)OC)C2=CC=CC=C2)C)C=C(C1)C(F)(F)F)(F)F (2-methoxy-4-phenyl-pyrimidine-5-carboxylic acid (3,5-bis-trifluoromethyl-benzyl)-methyl-amide). Isolated yield 63.6%. RXN SMILES: [F:1][C:2]([F:35])([F:34])[C:3]1[CH:4]=[C:5]([CH:27]=[C:28]([C:30]([F:33])([F:32])[F:31])[CH:29]=1)[CH2:6][N:7]([CH3:26])[C:8]([C:10]1[C:11]([C:20]2[CH:25]=[CH:24][CH:23]=[CH:22][CH:21]=2)=[N:12][C:13](S(C)(=O)=O)=[N:14][CH:15]=1)=[O:9].[CH3:36][OH:37]>>[F:1][C:2]([F:35])([F:34])[C:3]1[CH:4]=[C:5]([CH:27]=[C:28]([C:30]([F:33])([F:32])[F:31])[CH:29]=1)[CH2:6][N:7]([CH3:26])[C:8]([C:10]1[C:11]([C:20]2[CH:25]=[CH:24][CH:23]=[CH:22][CH:21]=2)=[N:12][C:13]([O:37][CH3:36])=[N:14][CH:15]=1)=[O:9]. Procedure: To a suspension of of 0.4 g (0.77 mmol) 2-methylsulfonyl-4-phenyl-pyrimidine-5-carboxylic acid (3,5-bis-trifluoromethyl-benzyl)-methyl-amide in 10 ml methanol 0.10 g (1.93 mmol) sodiummethanolat (95%) was added. The reaction mixture was stirred for 16 hrs. After evaporation of the solvent, the residue was distributed between 50 ml CH2Cl2 and 50 ml H2O. The aqueous layer was extracted with 50 ml CH2Cl2, the combined organic layers dried (MgSO4), filtered and evaporated. The residue was purified b... Reactants: ClC1CCc2cc(Br)ccc21, C1COCCO1, CCCCc1nc(C(=O)OCC)c(Cl)[nH]1, [H-], [Na+]. Reaction SMILES: [Br:18][c:19]1[cH:20][c:21]2[c:25]([cH:26][cH:27]1)[CH:24]([Cl:28])[CH2:23][CH2:22]2.[CH2:29]1[O:30][CH2:31][CH2:32][O:33][CH2:34]1.[CH2:3]([CH3:4])[O:5][C:6](=[O:7])[c:8]1[n:9][c:10]([CH2:14][CH2:15][CH2:16][CH3:17])[nH:11][c:12]1[Cl:13].[H-:1].[Na+:2]>>[CH2:3]([CH3:4])[O:5][C:6](=[O:7])[c:8]1[n:9][c:10]([CH2:14][CH2:15][CH2:16][CH3:17])[n:11]([CH:24]2[CH2:23][CH2:22][c:21]3[cH:20][c:19]([Br:18])[cH:27][cH:26][c:25]32)[c:12]1[Cl:13]. Product: CCCCc1nc(C(=O)OCC)c(Cl)n1C1CCc2cc(Br)ccc21. The reactants are FC1=CC=C(CN(C2=NC=CC=C2)CCN(CCCCCCN)C)C=C1 (N-[2-[N-(4-fluorobenzyl)-N-(2-pyridyl)amino]ethyl]-N-methyl-1,6-hexanediamine), C(#N)NC(OC1=CC=CC=C1)=NCCCOC1=CC(=CC=C1)CN1CCCCC1 (N-cyano-O-phenyl-N'-[3-(3-(piperidinomethyl)phenoxy]propyl]isourea). Product: C(#N)NC(=NCCCOC1=CC(=CC=C1)CN1CCCCC1)NCCCCCCN(C)CCN(C1=NC=CC=C1)CC1=CC=C(C=C1)F (N-cyano-N'-[6-[N-[2-[N-(4-fluorobenzyl)-N-(2-pyridyl)amino]ethyl]-N-methylamino]hexyl]-N"-[3-[3-(piperidinomethyl)phenoxy]propyl]guanidine). As a reaction SMILES: [F:1][C:2]1[CH:26]=[CH:25][C:5]([CH2:6][N:7]([CH2:14][CH2:15][N:16]([CH3:24])[CH2:17][CH2:18][CH2:19][CH2:20][CH2:21][CH2:22][NH2:23])[C:8]2[CH:13]=[CH:12][CH:11]=[CH:10][N:9]=2)=[CH:4][CH:3]=1.[C:27]([NH:29][C:30](=[N:38][CH2:39][CH2:40][CH2:41][O:42][C:43]1[CH:48]=[CH:47][CH:46]=[C:45]([CH2:49][N:50]2[CH2:55][CH2:54][CH2:53][CH2:52][CH2:51]2)[CH:44]=1)OC1C=CC=CC=1)#[N:28]>>[C:27]([NH:29][C:30]([NH:23][CH2:22][CH2:21][CH2:20][CH2:19][CH2:18][CH2:17][N:16]([CH2:15][CH2:14][N:7]([CH2:6][C:5]1[CH:25]=[CH:26][C:2]([F:1])=[CH:3][CH:4]=1)[C:8]1[CH:13]=[CH:12][CH:11]=[CH:10][N:9]=1)[CH3:24])=[N:38][CH2:39][CH2:40][CH2:41][O:42][C:43]1[CH:48]=[CH:47][CH:46]=[C:45]([CH2:49][N:50]2[CH2:51][CH2:52][CH2:53][CH2:54][CH2:55]2)[CH:44]=1)#[N:28]. Procedure details: Preparation is effected analogously to Example 1, using 0.33 g (0.9 mmol) of N-[2-[N-(4-fluorobenzyl)-N-(2-pyridyl)amino]ethyl]-N-methyl-1,6-hexanediamine and the equimolar amount of N-cyano-O-phenyl-N'-[3-(3-(piperidinomethyl)phenoxy]propyl]isourea as starting materials. Chromatographic working-up analogously to Example 1 yields the purified title compound in the form of a viscous oil; MS (+FAB method): m/z (rel. int. [%])=657 ([M+H]+, 11), 229 (100); IR (KBr): 2164 cm-1 (C≡N). For further anal... The reactants are O=C([O-])[O-], C1CCOC1, COC[P+](c1ccccc1)(c1ccccc1)c1ccccc1, COc1c(C=O)cccc1[N+](=O)[O-], COC=Cc1cccc([N+](=O)[O-])c1OC, COC=Cc1cccc([N+](=O)[O-])c1OC, [Cl-], Cl, [K+], [K+], [Na+], [Na+], O=C([O-])[O-]. Product: COc1c(CC=O)cccc1[N+](=O)[O-]. RXN SMILES: [C:37](=[O:38])([O-:39])[O-:40].[CH2:79]1[O:80][CH2:81][CH2:82][CH2:83]1.[CH3:15][O:16][CH2:17][P+:18]([c:19]1[cH:20][cH:21][cH:22][cH:23][cH:24]1)([c:25]1[cH:26][cH:27][cH:28][cH:29][cH:30]1)[c:31]1[cH:32][cH:33][cH:34][cH:35][cH:36]1.[CH3:1][O:2][c:3]1[c:4]([N+:5]([O-:6])=[O:7])[cH:8][cH:9][cH:10][c:11]1[CH:12]=[O:13].[CH3:43][O:44][c:45]1[c:46]([CH:54]=[CH:55][O:56][CH3:57])[cH:47][cH:48][cH:49][c:50]1[N+:51](=[O:52])[O-:53].[CH3:58][O:59][c:60]1[c:61]([N+:62]([O-:63])=[O:64])[cH:65][cH:66][cH:67][c:68]1[CH:69]=[CH:70][O:71][CH3:72].[Cl-:14].[ClH:84].[K+:41].[K+:42].[Na+:73].[Na+:74].[O-:75][C:76](=[O:77])[O-:78]>>[CH3:43][O:44][c:45]1[c:46]([CH2:54][CH:55]=[O:56])[cH:47][cH:48][cH:49][c:50]1[N+:51](=[O:52])[O-:53]. Starting materials: solid, [N+](=O)([O-])[O-].[Ce+4].[NH4+].[N+](=O)([O-])[O-].[N+](=O)([O-])[O-].[N+](=O)([O-])[O-].[N+](=O)([O-])[O-] (Ammonium cerium (IV) nitrate), C(C1=CC=CC=C1)Br (benzyl bromide), C1COCCOCCOCCOCCOCCO1 (18-Crown-6), CC(C)([O-])C.[K+] (potassium tert-butoxide), CC1=C(C=2C(=C(N=CC2)C2=CC=C(C=C2)SC)N1)C (2,3-dimethyl-7-(4-methylsulfanylphenyl)-1H-pyrrolo[2,3-c]pyridine). Product: C(C1=CC=CC=C1)N1C(=C(C=2C1=C(N=CC2)C2=CC=C(C=C2)SC)CO)C (1-benzyl-3-hydroxymethyl-2-methyl-7-(4-methylsulfanylphenyl)-1H-pyrrolo[2,3-c]pyridine). As a reaction SMILES: C1[O:18][CH2:17][CH2:16]OCCOCCOCCOCCOC1.[CH3:19][C:20]([CH3:23])([O-])[CH3:21].[K+].C[C:26]1[NH:42][C:29]2=[C:30]([C:34]3[CH:39]=[CH:38][C:37]([S:40][CH3:41])=[CH:36][CH:35]=3)[N:31]=[CH:32][CH:33]=[C:28]2[C:27]=1C.[CH2:44](Br)[C:45]1C=CC=C[CH:46]=1.[N+]([O-])([O-])=O.[Ce+4].[NH4+].[N+]([O-])([O-])=O.[N+]([O-])([O-])=O.[N+]([O-])([O-])=O.[N+]([O-])([O-])=O>O1CCCC1.C(OCC)(=O)C.O.C(O)(=O)C>[CH2:19]([N:42]1[C:29]2=[C:30]([C:34]3[CH:39]=[CH:38][C:37]([S:40][CH3:41])=[CH:36][CH:35]=3)[N:31]=[CH:32][CH:33]=[C:28]2[C:16]([CH2:17][OH:18])=[C:26]1[CH3:27])[C:20]1[CH:23]=[CH:46][CH:45]=[CH:44][CH:21]=1 |f:1.2,5.6.7.8.9.10.11|. Reported procedure: 18-Crown-6 (26 mg, 0.098 mmol) and potassium tert-butoxide (253 mg, 2.25 mmol) were added to a solution of 2,3-dimethyl-7-(4-methylsulfanylphenyl)-1H-pyrrolo[2,3-c]pyridine (300 mg, 0.98 mmol) prepared in Example 262 in anhydrous tetrahydrofuran (9 ml). The reaction mixture was stirred for 30 minutes at room temperature and benzyl bromide (175 μl, 1.47 mmol) was added thereto. The reaction mixture was stirred overnight. The reaction mixture was diluted with ethyl acetate and water was added ther... Run in C(C)(=O)O (acetic acid), O (Water), C(C)(=O)OCC (ethyl acetate), O (water), O1CCCC1 (tetrahydrofuran). Reaction conditions: time 30 minute. Reactants: C(C)C=1C(=C(C=C(C1F)F)[N+](=O)[O-])F (3-ethyl-2,4,5-trifluoro-nitrobenzene), O (water), CN1CCNCC1 (1-methylpiperazine), CN1CCNCC1 (1-methylpiperazine). Solvent: C(C)O (ethanol), C(C)O (ethanol), C(C)N(CC)CC (triethylamine). The product is C(C)C=1C(=C(C=C(C1N1CCN(CC1)C)F)[N+](=O)[O-])F (3-ethyl-2,5-difluoro-4-(4-methyl-1-piperazinyl)nitrobenzene). RXN SMILES: [CH2:1]([C:3]1[C:4]([F:14])=[C:5]([N+:11]([O-:13])=[O:12])[CH:6]=[C:7]([F:10])[C:8]=1F)[CH3:2].O.[CH3:16][N:17]1[CH2:22][CH2:21][NH:20][CH2:19][CH2:18]1>C(O)C.C(N(CC)CC)C>[CH2:1]([C:3]1[C:4]([F:14])=[C:5]([N+:11]([O-:13])=[O:12])[CH:6]=[C:7]([F:10])[C:8]=1[N:20]1[CH2:21][CH2:22][N:17]([CH3:16])[CH2:18][CH2:19]1)[CH3:2]. Procedure: To 3-ethyl-2,4,5-trifluoro-nitrobenzene (1.02 g) are added ethanol (4.5 ml) and water (0.5 ml) and the mixture is stirred. To the mixture is added with stirring a mixture of 1-methylpiperazine (0.83 ml), triethylamine (1.0 ml) and ethanol (0.6 ml), and the mixture is refluxed for 5 hours. To the reaction mixture is further added 1-methylpiperazine (1.0 ml), and the mixture is refluxed for 3 hours. The mixture is concentrated under reduced pressure, and the resulting residue is purified by silica...